This data is from the Open Reaction Database (ORD), a public repository of structured organic reaction records. The task is: describe an organic reaction: reactants, conditions, products, and yield The reactants are ClC1=CC=C2C(C(=CN(C2=C1)C1=CC=CC=C1)CNC(OC1=CC=C(C=C1)[N+](=O)[O-])=O)=O (4-nitrophenyl (7-chloro-4-oxo-1-phenyl-1,4-dihydroquinolin-3-yl)methylcarbamate), FC1=CC=C2C(=NC=NC2=C1)N (7-fluoro-quinazolin-4-amine). The product is ClC1=CC=C2C(C(=CN(C2=C1)C1=CC=CC=C1)CNC1=NC=NC2=CC(=CC=C12)F)=O (7-Chloro-3-[(7-fluoro-quinazolin-4-ylamino)-methyl]-1-phenyl-1H-quinolin-4-one). As a reaction SMILES: [Cl:1][C:2]1[CH:11]=[C:10]2[C:5]([C:6](=[O:32])[C:7]([CH2:18][NH:19][C:20](=O)OC3C=CC([N+]([O-])=O)=CC=3)=[CH:8][N:9]2[C:12]2[CH:17]=[CH:16][CH:15]=[CH:14][CH:13]=2)=[CH:4][CH:3]=1.[F:33][C:34]1[CH:43]=[C:42]2[C:37](C(N)=[N:39][CH:40]=[N:41]2)=[CH:36][CH:35]=1>>[Cl:1][C:2]1[CH:11]=[C:10]2[C:5]([C:6](=[O:32])[C:7]([CH2:18][NH:19][C:20]3[C:37]4[C:42](=[CH:43][C:34]([F:33])=[CH:35][CH:36]=4)[N:41]=[CH:40][N:39]=3)=[CH:8][N:9]2[C:12]2[CH:13]=[CH:14][CH:15]=[CH:16][CH:17]=2)=[CH:4][CH:3]=1. Procedure: 7-Chloro-3-[(7-fluoro-quinazolin-4-ylamino)-methyl]-1-phenyl-1H-quinolin-4-one was prepared according to the procedure described above for example 12-1, starting with intermediate M and 7-fluoro-quinazolin-4-amine. MS calcd. for C24H16ClFN4O [(M+H)+] 430.9, obsd. 431.3 The reactants are [C@H]1([C@@H](O)[C@@H](O)[C@H](O)[C@H](O1)CO)O[C@@H]1[C@@H]([C@H](O[C@@H]([C@H]1O)CO[C@@H]1[C@@H](O)[C@@H](O)[C@H](O)[C@H](O1)CO)OCCNC(CCCCC(=O)O)=O)O (6-({2-[(α-D-mannopyranosyl-(1→3)-[α-D-mannopyranosyl-(1→6)]-α-D-mannopyranosyl)oxy]ethyl}amino)-6-oxohexanoic acid), [B-](F)(F)(F)F.CN(C)C(=[N+](C)C)ON1C(=O)CCC1=O (TSTU), CCN(C(C)C)C(C)C (DIPEA), C(=O)(C(F)(F)F)O (TFA). The solvent is CN(C)C=O (DMF). Conditions: temperature 0 celsius, time 1 hour. Product: O=C1N(C(CC1)=O)OC(CCCCC(=O)NCCO[C@@H]1[C@@H](O)[C@@H](O[C@@H]2[C@@H](O)[C@@H](O)[C@H](O)[C@H](O2)CO)[C@H](O)[C@H](O1)CO[C@@H]1[C@@H](O)[C@@H](O)[C@H](O)[C@H](O1)CO)=O (6-[(2,5-dioxopyrrolidin-1-yl)oxy]-N-(2-{[α-D-mannopyranosyl-(1→3)-[α-D-mannopyranosyl-(1→6)]-α-D-mannopyranosyl]oxy}ethyl)-6-oxohexanamide). Reaction SMILES: [C@H:1]1([O:12][C@H:13]2[C@H:18]([OH:19])[C@@H:17]([CH2:20][O:21][C@H:22]3[O:30][C@H:29]([CH2:31][OH:32])[C@@H:27]([OH:28])[C@H:25]([OH:26])[C@@H:23]3[OH:24])[O:16][C@H:15]([O:33][CH2:34][CH2:35][NH:36][C:37](=[O:45])[CH2:38][CH2:39][CH2:40][CH2:41][C:42]([OH:44])=[O:43])[C@H:14]2[OH:46])[O:9][C@H:8]([CH2:10][OH:11])[C@@H:6]([OH:7])[C@H:4]([OH:5])[C@@H:2]1[OH:3].[B-](F)(F)(F)F.CN(C(O[N:60]1[C:65](=[O:66])[CH2:64][CH2:63][C:61]1=[O:62])=[N+](C)C)C.CCN(C(C)C)C(C)C.C(O)(C(F)(F)F)=O>CN(C=O)C>[O:62]=[C:61]1[CH2:63][CH2:64][C:65](=[O:66])[N:60]1[O:43][C:42](=[O:44])[CH2:41][CH2:40][CH2:39][CH2:38][C:37]([NH:36][CH2:35][CH2:34][O:33][C@H:15]1[O:16][C@H:17]([CH2:20][O:21][C@H:22]2[O:30][C@H:29]([CH2:31][OH:32])[C@@H:27]([OH:28])[C@H:25]([OH:26])[C@@H:23]2[OH:24])[C@@H:18]([OH:19])[C@H:13]([O:12][C@H:1]2[O:9][C@H:8]([CH2:10][OH:11])[C@@H:6]([OH:7])[C@H:4]([OH:5])[C@@H:2]2[OH:3])[C@@H:14]1[OH:46])=[O:45] |f:1.2|. Reported procedure: To a solution of 6-({2-[(α-D-mannopyranosyl-(1→3)-[α-D-mannopyranosyl-(1→6)]-α-D-mannopyranosyl)oxy]ethyl}amino)-6-oxohexanoic acid (1.55 g, 2.294 mmol) in DMF (22 mL) at 0° C. was added TSTU (760 mg, 2.52 mmol) and DIPEA (0.52 mL, 2.98 mmol). After stirring at 0° C. for 1 hr, the reaction was quenched by the addition of TFA (371 μL, 4.82 mmol) and the resulting mixture was concentrated down to about 3 mL. The residue was transferred dropwise, via autopipette, to a tube containing anhydrous acet... Reactants: [OH-].[K+] (potassium hydroxide), C(C1=CC=CC=C1)O[C@H](CC(=O)OC)C (Methyl (S)-3-benzyloxybutyrate), CO (Methanol). The solvent is O (water). Conditions: time 1 hour. Product: C(C1=CC=CC=C1)O[C@H](CC(=O)O)C ((S)-3-benzyloxybutyric acid). RXN SMILES: [OH-].[K+].[CH2:3]([O:10][C@@H:11]([CH3:17])[CH2:12][C:13]([O:15]C)=[O:14])[C:4]1[CH:9]=[CH:8][CH:7]=[CH:6][CH:5]=1.CO>O>[CH2:3]([O:10][C@@H:11]([CH3:17])[CH2:12][C:13]([OH:15])=[O:14])[C:4]1[CH:9]=[CH:8][CH:7]=[CH:6][CH:5]=1 |f:0.1|. Procedure: To a solution of 8.73 g of potassium hydroxide in 140 mL of cold water was dissolved methyl (S)-3-benzyloxybutyrate (18) (24.21 g). The solution was stirred in an ice bath for one hour and at room temperature for one hour. Methanol was added to give a clear solution and the reaction was stirred overnight. Starting materials: COC1=CC=C(C(C2=CC=C(C=C2)OC)(C2=CC=CC=C2)Cl)C=C1 (4,4'-dimethoxytrityl chloride), N#N.C1(=CC=CC=C1)CC(=O)[C@@]1(C[C@H](O)[C@@H](CO)O1)N1C=NC=2C(=O)NC(N)=NC12 (N2 (phenylacetyl)-2'-deoxyguanosine). Run in N1=CC=CC=C1 (pyridine), N1=CC=CC=C1 (pyridine). Run at temperature 5 celsius, time 20 hour. Product: N#N.C1(=CC=CC=C1)CC(=O)[C@@]1(C[C@H](O)[C@@H](COC(C2=CC=C(C=C2)OC)(C2=CC=C(C=C2)OC)C2=CC=CC=C2)O1)N1C=NC=2C(=O)NC(N)=NC12 (N2 (phenylacetyl)-5'-O-(4,4'-dimethoxytrityl)-2'-deoxyguanosine). Isolated yield 55.9%. RXN SMILES: [N:1]#[N:2].[C:3]1([CH2:9][C:10]([C@@:12]2([N:20]3[C:30]4[N:29]=[C:27]([NH2:28])[NH:26][C:24](=[O:25])[C:23]=4[N:22]=[CH:21]3)[O:19][C@H:16]([CH2:17][OH:18])[C@@H:14]([OH:15])[CH2:13]2)=[O:11])[CH:8]=[CH:7][CH:6]=[CH:5][CH:4]=1.[CH3:31][O:32][C:33]1[CH:54]=[CH:53][C:36]([C:37](Cl)([C:46]2[CH:51]=[CH:50][CH:49]=[CH:48][CH:47]=2)[C:38]2[CH:43]=[CH:42][C:41]([O:44][CH3:45])=[CH:40][CH:39]=2)=[CH:35][CH:34]=1>N1C=CC=CC=1>[N:1]#[N:2].[C:3]1([CH2:9][C:10]([C@@:12]2([N:20]3[C:30]4[N:29]=[C:27]([NH2:28])[NH:26][C:24](=[O:25])[C:23]=4[N:22]=[CH:21]3)[O:19][C@H:16]([CH2:17][O:18][C:37]([C:46]3[CH:51]=[CH:50][CH:49]=[CH:48][CH:47]=3)([C:38]3[CH:43]=[CH:42][C:41]([O:44][CH3:45])=[CH:40][CH:39]=3)[C:36]3[CH:35]=[CH:34][C:33]([O:32][CH3:31])=[CH:54][CH:53]=3)[C@@H:14]([OH:15])[CH2:13]2)=[O:11])[CH:4]=[CH:5][CH:6]=[CH:7][CH:8]=1 |f:0.1,4.5|. Reported procedure: N2 -(Phenylacetyl)-2'-deoxyguanosine (2a) (23.12 g, 60 mmoles) was dried by coevaporation with dry pyridine (2×100 ml), dissolved in 600 ml of dry pyridine and ice cooled. To this solution, 4,4'-dimethoxytrityl chloride (25.5 g, 72 mmoles) was added. The reaction mixture was stirred at 5° C. for 20 hours. After removing the pyridine under reduced pressure, the resulting residue was taken up in 600 ml of methylene chloride, washed successively with 2×400 ml of 5% NaHCO3 and 1×400 ml of water. The... The reactants are C(#N)C1=CC=C(C=C1)[C@@H](CN1C[C@H](CCC1)C(=O)OCC)O ((S)-ethyl 1-((S)-2-(4-cyanophenyl)-2-hydroxyethyl)piperidine-3-carboxylate), CCN(C(C)C)C(C)C (DIPEA), FC(S(=O)(=O)O[Si](C)(C)C(C)(C)C)(F)F (tert-butyldimethylsilyl trifluoromethanesulfonate). Solvent: C(Cl)Cl (CH2Cl2). Run at time 2 hour. Yields the product [Si](C)(C)(C(C)(C)C)O[C@H](CN1C[C@H](CCC1)C(=O)OCC)C1=CC=C(C=C1)C#N ((S)-ethyl 1-((S)-2-(tert-butyldimethylsilyloxy)-2-(4-cyanophenyl)ethyl)piperidine-3-carboxylate). Isolated yield 95.0%. Reaction SMILES: [C:1]([C:3]1[CH:8]=[CH:7][C:6]([C@H:9]([OH:22])[CH2:10][N:11]2[CH2:16][CH2:15][CH2:14][C@H:13]([C:17]([O:19][CH2:20][CH3:21])=[O:18])[CH2:12]2)=[CH:5][CH:4]=1)#[N:2].CCN(C(C)C)C(C)C.FC(F)(F)S(O[Si:38]([C:41]([CH3:44])([CH3:43])[CH3:42])([CH3:40])[CH3:39])(=O)=O>C(Cl)Cl>[Si:38]([O:22][C@@H:9]([C:6]1[CH:5]=[CH:4][C:3]([C:1]#[N:2])=[CH:8][CH:7]=1)[CH2:10][N:11]1[CH2:16][CH2:15][CH2:14][C@H:13]([C:17]([O:19][CH2:20][CH3:21])=[O:18])[CH2:12]1)([C:41]([CH3:44])([CH3:43])[CH3:42])([CH3:40])[CH3:39]. Procedure: To a mixture of (S)-ethyl 1-((S)-2-(4-cyanophenyl)-2-hydroxyethyl)piperidine-3-carboxylate (17.0 g, 56.2 mmol) and DIPEA (17.68 ml, 101 mmol) in CH2Cl2 (187 mL) was added tert-butyldimethylsilyl trifluoromethanesulfonate (16 ml, 69.6 mmol) slowly. The reaction was monitored with HPLC. The reaction completed in 2 hours. The reaction mixture (a light brown solution) was quenched with water, the aqueous layer was extracted with DCM. The organic phase was combined and dried with Na2SO4. After concen... Reported procedure: The mixture of 2-Amino-4-cyclohexylmethoxy-6-di(4-methoxybenzyl)amino-5-pyrimidine carbaldehyde and cyclohexylmethanol obtained previously was stirred in trifluoroacetic acid (2 ml) for 18 h. Excess trifluoroacetic acid was removed, and the residue extracted with ethyl acetate and water (50 ml each) Further ethyl acetate was added to the aqueous layer, and the organic components combined, dried and evaporated. The residual brown oil was applied to a silica column, eluting with 20% EtOAc/petrol (... Product: NC1=NC(=C(C(=N1)OCC1CCCCC1)C=O)NCC1=CC=C(C=C1)OC (2-Amino-4-cyclohexylmethoxy-6-(4-methoxybenzyl)amino-5-pyrimidine Carbaldehyde). As a reaction SMILES: [NH2:1][C:2]1[N:7]=[C:6]([O:8][CH2:9][CH:10]2[CH2:15][CH2:14][CH2:13][CH2:12][CH2:11]2)[C:5]([CH:16]=[O:17])=[C:4]([N:18](CC2C=CC(OC)=CC=2)[CH2:19][C:20]2[CH:25]=[CH:24][C:23]([O:26][CH3:27])=[CH:22][CH:21]=2)[N:3]=1.C1(CO)CCCCC1.C(#N)C>FC(F)(F)C(O)=O>[NH2:1][C:2]1[N:7]=[C:6]([O:8][CH2:9][CH:10]2[CH2:15][CH2:14][CH2:13][CH2:12][CH2:11]2)[C:5]([CH:16]=[O:17])=[C:4]([NH:18][CH2:19][C:20]2[CH:25]=[CH:24][C:23]([O:26][CH3:27])=[CH:22][CH:21]=2)[N:3]=1. The reactants are petrol ethyl acetate, NC1=NC(=C(C(=N1)OCC1CCCCC1)C=O)N(CC1=CC=C(C=C1)OC)CC1=CC=C(C=C1)OC (2-Amino-4-cyclohexylmethoxy-6-di(4-methoxybenzyl)amino-5-pyrimidine carbaldehyde), C1(CCCCC1)CO (cyclohexylmethanol), C(C)#N (acetonitrile). Run in FC(C(=O)O)(F)F (trifluoroacetic acid). Reactants: [Cl-].CC=1SC=CC1C(=O)[O-] (2-Methyl-3-thiophenecarboxylate chloride), C1CCOC1 (THF), aqueous solution, CN (methylamine). Solvent: C(C)(=O)OCC (Ethyl acetate). Yields the product CC=1SC=CC1C(=O)O (2-Methyl-3-thiophenecarboxylic acid). Yield: 89.3%. RXN SMILES: [Cl-].[CH3:2][C:3]1[S:4][CH:5]=[CH:6][C:7]=1[C:8]([O-:10])=[O:9].C1COCC1.CN>C(OCC)(=O)C>[CH3:2][C:3]1[S:4][CH:5]=[CH:6][C:7]=1[C:8]([OH:10])=[O:9] |f:0.1|. Procedure: 2-Methyl-3-thiophenecarboxylate chloride (60.5 g)/THF (300 ml) solution was added dropwise to a 40% aqueous solution of methylamine (400 ml) at 0° C. Ethyl acetate (2 l) was added thereto, and then the organic layer was washed sequentially with water, a 5N aqueous solution of hydrochloride acid, an aqueous solution of saturated of saturated sodium bicarbonate, water and brine, dried and evaporated. The resulting residue was crystallized from n-hexane, to give the title compound as a white powder... The reactants are COC(=O)C=1C=CC=C2C(CC(NC12)C1=CC(=CC=C1)Br)(C)C (2-(3-bromo-phenyl)-4,4-dimethyl-1,2,3,4-tetrahydro-quinoline-8-carboxylic acid methyl ester), N1CCOCC1 (morpholine), Cl.CN(CC(=O)O)C (N,N-dimethylglycine hydrochloride), C([O-])([O-])=O.[K+].[K+] (potassium carbonate). Reagents/catalysts: [Cu]I (copper(I) iodide). Solvent: CS(=O)C (dimethyl sulfoxide). Yields the product COC(=O)C=1C=CC=C2C(CC(NC12)C1=CC(=CC=C1)N1CCOCC1)(C)C (4,4-dimethyl-2-(3-morpholin-4-yl-phenyl)-1,2,3,4-tetrahydro-quinoline-8-carboxylic acid methyl ester). The yield is 79.7%. Reaction SMILES: [CH3:1][O:2][C:3]([C:5]1[CH:6]=[CH:7][CH:8]=[C:9]2[C:14]=1[NH:13][CH:12]([C:15]1[CH:20]=[CH:19][CH:18]=[C:17](Br)[CH:16]=1)[CH2:11][C:10]2([CH3:23])[CH3:22])=[O:4].[NH:24]1[CH2:29][CH2:28][O:27][CH2:26][CH2:25]1.Cl.CN(C)CC(O)=O.C(=O)([O-])[O-].[K+].[K+]>CS(C)=O.[Cu]I>[CH3:1][O:2][C:3]([C:5]1[CH:6]=[CH:7][CH:8]=[C:9]2[C:14]=1[NH:13][CH:12]([C:15]1[CH:20]=[CH:19][CH:18]=[C:17]([N:24]3[CH2:29][CH2:28][O:27][CH2:26][CH2:25]3)[CH:16]=1)[CH2:11][C:10]2([CH3:23])[CH3:22])=[O:4] |f:2.3,4.5.6|. Procedure: A mixture solution of 2-(3-bromo-phenyl)-4,4-dimethyl-1,2,3,4-tetrahydro-quinoline-8-carboxylic acid methyl ester (11.2 g, 30.0 mmol), morpholine (26.0 mL, 294.0 mmol), copper(I) iodide (3.4 g, 18.0 mmol), N,N-dimethylglycine hydrochloride (3.4 g, 24.0 mmol), and potassium carbonate (12.4 g, 90.0 mmol) in dimethyl sulfoxide (65 mL) was stirred at 120° C. for 16 h. Then the reaction mixture was cooled to room temperature. The reaction mixture was extracted with ethyl acetate (200 mL×2), washed wi... The reactants are FC1=CC=C(C=O)C=C1 (4-fluoro-benzaldehyde), Br.Br.Br.C(C)C=1C(=CC(=C(C1)O)F)C1=CC=C2C(=NNC2=C1)C=1NC2=C(CNCC2)N1 (5-ethyl-2-fluoro-4-[3-(4,5,6,7-tetrahydro-1H-imidazo[4,5-c]pyridin-2-yl)-1H-indazol-6-yl]-phenol trihydrobromide salt). Product: C(C)C=1C(=CC(=C(C1)O)F)C1=CC=C2C(=NNC2=C1)C=1NC2=C(CN(CC2)CC2=CC=C(C=C2)F)N1 (5-Ethyl-2-fluoro-4-{3-[5-(4-fluoro-benzyl)-4,5,6,7-tetrahydro-1H-imidazo[4,5-c]pyridin-2-yl]-1H-indazol-6-yl}-phenol). Yield: 5.3%. As a reaction SMILES: [F:1][C:2]1[CH:9]=[CH:8][C:5]([CH:6]=O)=[CH:4][CH:3]=1.Br.Br.Br.[CH2:13]([C:15]1[C:16]([C:23]2[CH:31]=[C:30]3[C:26]([C:27]([C:32]4[NH:33][C:34]5[CH2:39][CH2:38][NH:37][CH2:36][C:35]=5[N:40]=4)=[N:28][NH:29]3)=[CH:25][CH:24]=2)=[CH:17][C:18]([F:22])=[C:19]([OH:21])[CH:20]=1)[CH3:14]>>[CH2:13]([C:15]1[C:16]([C:23]2[CH:31]=[C:30]3[C:26]([C:27]([C:32]4[NH:33][C:34]5[CH2:39][CH2:38][N:37]([CH2:6][C:5]6[CH:8]=[CH:9][C:2]([F:1])=[CH:3][CH:4]=6)[CH2:36][C:35]=5[N:40]=4)=[N:28][NH:29]3)=[CH:25][CH:24]=2)=[CH:17][C:18]([F:22])=[C:19]([OH:21])[CH:20]=1)[CH3:14] |f:1.2.3.4|. Reported procedure: The title compound was prepared from 4-fluoro-benzaldehyde (25 mg, 198 μmol) and 5-ethyl-2-fluoro-4-[3-(4,5,6,7-tetrahydro-1H-imidazo[4,5-c]pyridin-2-yl)-1H-indazol-6-yl]-phenol trihydrobromide salt (Preparation 25, 50 mg, 132 μmol) using the method of Example 22. The crude material was purified by HPLC Method A to afford 3.4 mg of the title compound.